Dataset: the Open Reaction Database (ORD), a public repository of structured organic reaction records. Task: describe an organic reaction: reactants, conditions, products, and yield Reactants: S(O)(O)(=O)=O (sulfuric acid), O.C(#N)C1=CC=C(CN)C=C1 (p-cyanobenzylamine hydrate), C1N2CN3CN1CN(C2)C3 (hexamethylenetetramine), C(C)(=O)O (acetic acid), S(O)(O)(=O)=O (sulfuric acid), S(O)(O)(=O)=O (sulfuric acid). Run in O (water). Reaction conditions: time 20 minute. Yields the product C(#N)C1=CC=C(C(=O)O)C=C1 (p-cyanobenzoic acid). Isolated yield 84.2%. RXN SMILES: O.[C:2]([C:4]1[CH:11]=[CH:10]C(CN)=[CH:6][CH:5]=1)#[N:3].C1N2CN3CN(C2)CN1C3.[C:22]([OH:25])(=[O:24])[CH3:23].S(=O)(=O)(O)O>O>[C:2]([C:4]1[CH:11]=[CH:10][C:23]([C:22]([OH:25])=[O:24])=[CH:6][CH:5]=1)#[N:3] |f:0.1|. Procedure details: 20 kg of p-cyanobenzylamine crude product (p-cyanobenzylamine 92% by weight, p-xylylenediamine 8% by weight) obtained by hydrogen reduction of terephthalonitrile in the presence of sponge metal nickel catalyst was mixed with 90 kg of water while stirring at 40° C. or less and the mixture was stirred for 3 hours. The crystals which precipitated were separated by centrifugation while washing with water to obtain 20 kg of p-cyanobenzylamine hydrate (water content: 22% by weight). 20 kg of the p-cya... The reactants are C(C)(C)(C)OC(=O)N1[C@@H](C[C@H](C1)O)C(=O)O ((2S,4R)-4-Hydroxy-pyrrolidine-1,2-dicarboxylic acid 1-tert-butyl ester), C=1C=CC2=C(C1)N=NN2O (HOBt), C1CCC(CC1)N=C=NC2CCCCC2 (DCC), C1(CC1)N (cyclopropylamine), CCN(C(C)C)C(C)C (DIPEA). Run in C(Cl)Cl (DCM). Run at time 8 hour. The product is C(C)(C)(C)OC(=O)N1[C@@H](C[C@H](C1)O)C(NC1CC1)=O ((2S,4R)-2-cyclopropylcarbamoyl-4-hydroxy-pyrrolidine-1-carboxylic acid tert-butyl ester). The yield is 369.9%. RXN SMILES: [C:1]([O:5][C:6]([N:8]1[CH2:12][C@H:11]([OH:13])[CH2:10][C@H:9]1[C:14]([OH:16])=O)=[O:7])([CH3:4])([CH3:3])[CH3:2].C1C=C[C:20]2N(O)N=[N:23][C:21]=2[CH:22]=1.C1CCC(N=C=NC2CCCCC2)CC1.C1(N)CC1.CCN(C(C)C)C(C)C>C(Cl)Cl>[C:1]([O:5][C:6]([N:8]1[CH2:12][C@H:11]([OH:13])[CH2:10][C@H:9]1[C:14](=[O:16])[NH:23][CH:21]1[CH2:22][CH2:20]1)=[O:7])([CH3:2])([CH3:3])[CH3:4]. Procedure details: To a mixture of (2S,4R)-4-Hydroxy-pyrrolidine-1,2-dicarboxylic acid 1-tert-butyl ester (6 g, 26 mmol), HOBt (0.8 g, 6 mmol) and DCC (5.97 g, 29 mmol) in DCM (260 mL) was added cyclopropylamine (2.1 mL, 31 mmol) and DIPEA (6.8 mL, 39 mmol). The mixture was stirred at rt for overnight. The insolubles were filtered off, the filtrate was concentrated and extracted into ethyl acetate. The organic layer was concentrated and dried to give 6 g of (2S,4R)-2-cyclopropylcarbamoyl-4-hydroxy-pyrrolidine-1-ca... The reactants are O=C1CCC(=O)N1Br, CN(C)C=O, Nc1cc(Cl)c(Cl)cc1[N+](=O)[O-], O. Yields the product Nc1c([N+](=O)[O-])cc(Cl)c(Cl)c1Br. As a reaction SMILES: [Br:13][N:14]1[C:15](=[O:16])[CH2:17][CH2:18][C:19]1=[O:20].[CH3:21][N:22]([CH3:23])[CH:24]=[O:25].[Cl:1][c:2]1[cH:3][c:4]([N+:10](=[O:11])[O-:12])[c:5]([NH2:6])[cH:7][c:8]1[Cl:9].[OH2:26]>>[Cl:1][c:2]1[cH:3][c:4]([N+:10](=[O:11])[O-:12])[c:5]([NH2:6])[c:7]([Br:13])[c:8]1[Cl:9]. Starting materials: CC(C)(C)NC(=O)c1ccc(-c2cccc3cncn23)cc1, Cc1ccccc1, O=P(Cl)(Cl)Cl. Product: N#Cc1ccc(-c2cccc3cncn23)cc1. RXN SMILES: [C:1]([CH3:3])([CH3:4])([NH:5][C:6](=[O:2])[c:8]1[cH:9][cH:10][c:11](-[c:14]2[cH:15][cH:16][cH:17][c:18]3[n:19]2[cH:20][n:21][cH:22]3)[cH:12][cH:13]1)[CH3:7].[CH3:28][c:29]1[cH:30][cH:31][cH:32][cH:33][cH:34]1.[P:23]([Cl:24])([Cl:25])([Cl:26])=[O:27]>>[N:5]#[C:6][c:8]1[cH:9][cH:10][c:11](-[c:14]2[cH:15][cH:16][cH:17][c:18]3[n:19]2[cH:20][n:21][cH:22]3)[cH:12][cH:13]1. Reactants: NC1=CC=C(C=N1)C#N (6-Amino-3-pyridinecarbonitrile), II (Iodine). The reagents and catalysts are FC(C(=O)[O-])(F)F.[Ag+] (silver trifluoroacetate). The solvent is ClCCCl (1,2-dichloroethane). The product is NC1=NC=C(C#N)C=C1I (6-amino-5-iodonicotinonitrile). Isolated yield 33.3%. As a reaction SMILES: [NH2:1][C:2]1[N:7]=[CH:6][C:5]([C:8]#[N:9])=[CH:4][CH:3]=1.[I:10]I>FC(F)(F)C([O-])=O.[Ag+].ClCCCl>[NH2:1][C:2]1[C:3]([I:10])=[CH:4][C:5]([C:8]#[N:9])=[CH:6][N:7]=1 |f:2.3|. Procedure details: 6-Amino-3-pyridinecarbonitrile (10.0 g, 0.081 mol), silver trifluoroacetate (25.5 g, 0.115 mol) and 160 ml of 1,2-dichloroethane are combined in a flask and heated under reflux for 5 h. Iodine (29.5 g, 0.116 mol) is added, and the mixture is heated for a further 18 h. After cooling, the mixture is filtered and partitioned between water and dichloroethane. Organic and aqueous phase are filtered through Celite. The aqueous phase is extracted to exhaustion, and the combined organic phases are combi... Reactants: ClC1=C(C=CC(=C1OC)OC)N(C(=O)CCC(C)C)CC=1N(C(=C(N1)C)C)CC1=C(OCC(=O)[O-])C=CC=C1 ({2-[(2-{[(2-chloro-3,4-dimethoxyphenyl)-N-(3-methylbutyl)carbonylamino]methyl}-4,5-dimethylimidazol-1-yl)methyl]phenoxy}acetate). Solvent: Cl (HCl). Product: ClC1=C(C=CC(=C1OC)OC)N(C(=O)CCC(C)C)CC=1N(C(=C(N1)C)C)CC1=C(OCC(=O)O)C=CC=C1 ({2-[(2-{[(2-Chloro-3,4-dimethoxyphenyl)-N-(3-methylbutyl)carbonylamino]methyl}-4,5-dimethylimidazol-1-yl)methyl]phenoxy}acetic acid). The yield is 101.5%. As a reaction SMILES: [Cl:1][C:2]1[C:7]([O:8][CH3:9])=[C:6]([O:10][CH3:11])[CH:5]=[CH:4][C:3]=1[N:12]([CH2:20][C:21]1[N:22]([CH2:28][C:29]2[CH:39]=[CH:38][CH:37]=[CH:36][C:30]=2[O:31][CH2:32][C:33]([O-:35])=[O:34])[C:23]([CH3:27])=[C:24]([CH3:26])[N:25]=1)[C:13]([CH2:15][CH2:16][CH:17]([CH3:19])[CH3:18])=[O:14]>Cl>[Cl:1][C:2]1[C:7]([O:8][CH3:9])=[C:6]([O:10][CH3:11])[CH:5]=[CH:4][C:3]=1[N:12]([CH2:20][C:21]1[N:22]([CH2:28][C:29]2[CH:39]=[CH:38][CH:37]=[CH:36][C:30]=2[O:31][CH2:32][C:33]([OH:35])=[O:34])[C:23]([CH3:27])=[C:24]([CH3:26])[N:25]=1)[C:13]([CH2:15][CH2:16][CH:17]([CH3:19])[CH3:18])=[O:14]. Procedure: A solution of 58 mg of {2-[(2-{[(2-chloro-3,4-dimethoxyphenyl)-N-(3-methylbutyl)carbonylamino]methyl}-4,5-dimethylimidazol-1-yl)methyl]phenoxy}acetate in 2 mL of 5N HCl is heated under reflux for 15 min. The volatiles are evaporated under reduced pressure, and the residue is dried in a vacuum oven at 90° C. to give 59 mg of the title compound as the hydrochloride salt. Mass Spec m/z (M++1) 558. Starting materials: C1CCOC1, CCOC(=O)c1cc(C=O)cn1C, [H-], CCOP(=O)(Cc1ccc([N+](=O)[O-])cc1)OCC, [Na+]. Yields the product CCOC(=O)c1cc(C=Cc2ccc([N+](=O)[O-])cc2)cn1C. RXN SMILES: [CH2:34]1[O:35][CH2:36][CH2:37][CH2:38]1.[CH:21](=[O:22])[c:23]1[cH:24][c:25]([C:29](=[O:30])[O:31][CH2:32][CH3:33])[n:26]([CH3:28])[cH:27]1.[H-:19].[N+:1](=[O:2])([O-:3])[c:4]1[cH:5][cH:6][c:7]([CH2:8][P:9](=[O:10])([O:11][CH2:12][CH3:13])[O:14][CH2:15][CH3:16])[cH:17][cH:18]1.[Na+:20]>>[N+:1](=[O:2])([O-:3])[c:4]1[cH:5][cH:6][c:7]([CH:8]=[CH:21][c:23]2[cH:24][c:25]([C:29](=[O:30])[O:31][CH2:32][CH3:33])[n:26]([CH3:28])[cH:27]2)[cH:17][cH:18]1.